From a dataset of the Open Reaction Database (ORD), a public repository of structured organic reaction records. describe an organic reaction: reactants, conditions, products, and yield RXN SMILES: [CH3:24][C:25](=[O:26])[OH:27].[CH3:5][c:6]1[cH:7][cH:8][c:9]([S:12](=[O:13])(=[O:14])[NH:15][c:16]2[c:17]([F:23])[cH:18][cH:19][c:20]([F:22])[cH:21]2)[cH:10][cH:11]1.[N:28]([O-:29])=[O:30].[Na+:31].[OH2:32].[OH:1][N+:2]([O-:3])=[O:4]>>[O-:1][N+:2](=[O:4])[c:19]1[cH:18][c:17]([F:23])[c:16]([NH:15][S:12]([c:9]2[cH:8][cH:7][c:6]([CH3:5])[cH:11][cH:10]2)(=[O:13])=[O:14])[cH:21][c:20]1[F:22]. Yields the product Cc1ccc(S(=O)(=O)Nc2cc(F)c([N+](=O)[O-])cc2F)cc1. Reactants: CC(=O)O, Cc1ccc(S(=O)(=O)Nc2cc(F)ccc2F)cc1, O=N[O-], [Na+], O, O=[N+]([O-])O. Starting materials: FC=1C(=NC=CC1)C1(CCC1)CNC1=CC=C(N=N1)C=1C=C2C(=NNC2=CC1)NCCNC(OCC1=CC=CC=C1)=O (Benzyl 2-(5-(6-((1-(3-fluoropyridin-2-yl)cyclobutyl)methylamino)pyridazin-3-yl)-1H-indazol-3-ylamino)ethylcarbamate), [Si](C)(C)(C)I (TMSI). Solvent: C(C)#N (acetonitrile), CO (methanol). Conditions: time 15 minute. The product is FC=1C(=NC=CC1)C1(CCC1)CNC1=CC=C(N=N1)C=1C=C2C(=NNC2=CC1)NCCN (N1-(5-(6-((1-(3-fluoropyridin-2-yl)cyclobutyl)methylamino)pyridazin-3-yl)-1H-indazol-3-yl)ethane-1,2-diamine). Yield: 55.1%. RXN SMILES: [F:1][C:2]1[C:3]([C:8]2([CH2:12][NH:13][C:14]3[N:19]=[N:18][C:17]([C:20]4[CH:21]=[C:22]5[C:26](=[CH:27][CH:28]=4)[NH:25][N:24]=[C:23]5[NH:29][CH2:30][CH2:31][NH:32]C(=O)OCC4C=CC=CC=4)=[CH:16][CH:15]=3)[CH2:11][CH2:10][CH2:9]2)=[N:4][CH:5]=[CH:6][CH:7]=1.[Si](I)(C)(C)C>C(#N)C.CO>[F:1][C:2]1[C:3]([C:8]2([CH2:12][NH:13][C:14]3[N:19]=[N:18][C:17]([C:20]4[CH:21]=[C:22]5[C:26](=[CH:27][CH:28]=4)[NH:25][N:24]=[C:23]5[NH:29][CH2:30][CH2:31][NH2:32])=[CH:16][CH:15]=3)[CH2:9][CH2:10][CH2:11]2)=[N:4][CH:5]=[CH:6][CH:7]=1. Procedure: Benzyl 2-(5-(6-((1-(3-fluoropyridin-2-yl)cyclobutyl)methylamino)pyridazin-3-yl)-1H-indazol-3-ylamino)ethylcarbamate (48 mg, 84 μmol) was dissolved in acetonitrile (5 mL), and TMSI (0.5 mL) was added. The reaction was stirred for 15 min, diluted with methanol (15 mL), concentrated, and was directly purified by reverse phase column chromatography to yield 20 mg (88%) of N1-(5-(6-((1-(3-fluoropyridin-2-yl)cyclobutyl)methylamino)pyridazin-3-yl)-1H-indazol-3-yl)ethane-1,2-diamine as a yellow solid, m... The reactants are Cl.COC1=CC=C(C=2CC(OC21)(C)C)C=2C(C(N(N2)C2CCNCC2)=O)(C)C (5-(7-methoxy-2,2-dimethyl-2,3-dihydro-1-benzofuran-4-yl)-4,4-dimethyl-2-(piperidin-4-yl)-2,4-dihydro-3H-pyrazol-3-one hydrochloride), Cl.COC1=CC=C(C=2CC(OC21)(C)C)C=2C(C(N(N2)C2CCNCC2)=O)(C)C (5-(7-methoxy-2,2-dimethyl-2,3-dihydro-1-benzofuran-4-yl)-4,4-dimethyl-2-(piperidin-4-yl)-2,4-dihydro-3H-pyrazol-3-one hydrochloride), N1=CC=CC2=CC=CC(=C12)S(=O)(=O)Cl (quinoline-8-sulfonyl chloride). Product: COC1=CC=C(C=2CC(OC21)(C)C)C=2C(C(N(N2)C2CCN(CC2)S(=O)(=O)C=2C=CC=C1C=CC=NC21)=O)(C)C (5-(7-Methoxy-2,2-dimethyl-2,3-dihydro-1-benzofuran-4-yl)-4,4-dimethyl-2-[1-(quinolin-8-ylsulfonyl)piperidin-4-yl]-2,4-dihydro-3H-pyrazol-3-one). RXN SMILES: Cl.[CH3:2][O:3][C:4]1[C:12]2[O:11][C:10]([CH3:14])([CH3:13])[CH2:9][C:8]=2[C:7]([C:15]2[C:16]([CH3:28])([CH3:27])[C:17](=[O:26])[N:18]([CH:20]3[CH2:25][CH2:24][NH:23][CH2:22][CH2:21]3)[N:19]=2)=[CH:6][CH:5]=1.[N:29]1[C:38]2[C:33](=[CH:34][CH:35]=[CH:36][C:37]=2[S:39](Cl)(=[O:41])=[O:40])[CH:32]=[CH:31][CH:30]=1>>[CH3:2][O:3][C:4]1[C:12]2[O:11][C:10]([CH3:14])([CH3:13])[CH2:9][C:8]=2[C:7]([C:15]2[C:16]([CH3:28])([CH3:27])[C:17](=[O:26])[N:18]([CH:20]3[CH2:25][CH2:24][N:23]([S:39]([C:37]4[CH:36]=[CH:35][CH:34]=[C:33]5[C:38]=4[N:29]=[CH:30][CH:31]=[CH:32]5)(=[O:40])=[O:41])[CH2:22][CH2:21]3)[N:19]=2)=[CH:6][CH:5]=1 |f:0.1|. Procedure: The title compound is prepared analogously as described for GP1 using 5-(7-methoxy-2,2-dimethyl-2,3-d hydro-1-benzofuran-4-yl)-4,4-dimethyl-2-(piperidin-4-yl)-2,4-dihydro-3H-pyrazol-3-one hydrochloride (compound B5*HCl) and quinoline-8-sulfonyl chloride as starting compounds. The crude product is purified by crystallization from methanol to yield the title compound. Starting materials: C(C)OC(C(CCCCCCC)OC1=CC=C(C=C1)C1=CCCCC1)=O (α-[p-(1-cyclohexenyl)-phenoxy]-nonanoic acid ethyl ester), [OH-].[Na+] (sodium hydroxide). The solvent is C(C)O (ethanol), C(C)O (ethanol). Conditions: time 2 hour. Yields the product C1(=CCCCC1)C1=CC=C(OC(C(=O)O)CCCCCCC)C=C1 (α-[p-(1-cyclohexenyl)-phenoxy]-nonanoic acid). Reaction SMILES: C([O:3][C:4](=[O:26])[CH:5]([O:13][C:14]1[CH:19]=[CH:18][C:17]([C:20]2[CH2:25][CH2:24][CH2:23][CH2:22][CH:21]=2)=[CH:16][CH:15]=1)[CH2:6][CH2:7][CH2:8][CH2:9][CH2:10][CH2:11][CH3:12])C.[OH-].[Na+]>C(O)C>[C:20]1([C:17]2[CH:16]=[CH:15][C:14]([O:13][CH:5]([CH2:6][CH2:7][CH2:8][CH2:9][CH2:10][CH2:11][CH3:12])[C:4]([OH:26])=[O:3])=[CH:19][CH:18]=2)[CH2:25][CH2:24][CH2:23][CH2:22][CH:21]=1 |f:1.2|. Procedure: To 38 g of α-[p-(1-cyclohexenyl)-phenoxy]-nonanoic acid ethyl ester in 150 ml of ethanol are added 150 ml of 2N sodium hydroxide solution and the mixture is stirred at room temperature for 2 hours. The ethanol is stripped off in vacuo and the residue partitioned between 2N hydrochloric acid and ether. The organic phase is washed until neutral, dried over sodium sulphate and evaporated to dryness. Distilation of the residue at 0.04 mm yields in the fraction boiling at 173°-176° C the α-[p-(1-cycl... Product: N#CC1CC1C(=O)c1ccc(F)cc1F. The reactants are CC(Br)Br, CON(C)C(=O)C1CC1C#N, C1CCOC1, CCOCC, [Cl-], Fc1ccc(Br)c(F)c1, [Mg], [NH4+]. RXN SMILES: [Br:1][CH:2]([Br:3])[CH3:4].[C:15](#[N:16])[CH:17]1[CH:18]([C:20](=[O:21])[N:22]([O:23][CH3:24])[CH3:25])[CH2:19]1.[CH2:33]1[O:34][CH2:35][CH2:36][CH2:37]1.[CH3:28][CH2:29][O:30][CH2:31][CH3:32].[Cl-:26].[F:5][c:6]1[c:7]([Br:13])[cH:8][cH:9][c:10]([F:12])[cH:11]1.[Mg:14].[NH4+:27]>>[F:5][c:6]1[c:7]([C:20]([CH:18]2[CH:17]([C:15]#[N:16])[CH2:19]2)=[O:21])[cH:8][cH:9][c:10]([F:12])[cH:11]1.